From a dataset of the Open Reaction Database (ORD), a public repository of structured organic reaction records. describe an organic reaction: reactants, conditions, products, and yield Starting materials: CC1=CC=2C3C(C(NC2C=C1[N+](=O)[O-])=S)CCC3 (8-methyl-7-nitro-1,2,3,3a,5,9b-hexahydrocyclopenta[c]quinoline-4-thione), N (ammonia). Yields the product NC1=NC=2C=C(C=CC2C2C1CCC2)[N+](=O)[O-] (4-Amino-7-nitro-2,3,3a,9b-tetrahydro-1H-cyclopenta[c]quinoline). The yield is 77.0%. As a reaction SMILES: C[C:2]1[C:11]([N+:12]([O-:14])=[O:13])=[CH:10][C:9]2[NH:8][C:7](=S)[CH:6]3[CH2:16][CH2:17][CH2:18][CH:5]3[C:4]=2[CH:3]=1.[NH3:19]>>[NH2:19][C:7]1[CH:6]2[CH2:16][CH2:17][CH2:18][CH:5]2[C:4]2[CH:3]=[CH:2][C:11]([N+:12]([O-:14])=[O:13])=[CH:10][C:9]=2[N:8]=1. Procedure details: As described for Example 4, 8-methyl-7-nitro-1,2,3,3a,5,9b-hexahydrocyclopenta[c]quinoline-4-thione (42 mg, 0.16 mmol) is reacted with 7N methanolic ammonia solution (10 ml) to form 30 mg (77%) of product. The reactants are C(C1=CC=CC=C1)N1C(C(CC1=O)C(=O)OC)C1=CC(=CC=C1)OC (methyl 1-benzyl-2-(3-methoxyphenyl)-5-oxopyrrolidin-3-carboxylate), ice, CO (methanol), [BH4-].[Na+] (sodium borohydride). Run in O (water). Reaction conditions: temperature 50 celsius. Product: C(C1=CC=CC=C1)N1C(CC(C1C1=CC(=CC=C1)OC)CO)=O (1-Benzyl-4-hydroxymethyl-5-(3-methoxyphenyl)-pyrrolidin-2-one). As a reaction SMILES: [CH2:1]([N:8]1[C:12](=[O:13])[CH2:11][CH:10]([C:14](OC)=[O:15])[CH:9]1[C:18]1[CH:23]=[CH:22][CH:21]=[C:20]([O:24][CH3:25])[CH:19]=1)[C:2]1[CH:7]=[CH:6][CH:5]=[CH:4][CH:3]=1.CO.[BH4-].[Na+]>O>[CH2:1]([N:8]1[CH:9]([C:18]2[CH:23]=[CH:22][CH:21]=[C:20]([O:24][CH3:25])[CH:19]=2)[CH:10]([CH2:14][OH:15])[CH2:11][C:12]1=[O:13])[C:2]1[CH:7]=[CH:6][CH:5]=[CH:4][CH:3]=1 |f:2.3|. Procedure details: To 42.1 gm. of methyl 1-benzyl-2-(3-methoxyphenyl)-5-oxopyrrolidin-3-carboxylate in 436 ml. of absolute methanol was slowly added at -10° to -5°, 37.9 gm. of sodium borohydride. The reaction mixture was left in the ice bath until it came to ambient temperature. Concentration in vacuo provided a white gum which was suspended in water and heated to 50° C. The gum was extracted with chloroform, dried (Na2SO4), filtered, and concentrated in vacuo to yield 22.8 gm. of yellow oil. The reactants are ClC1=CC=C(C=C1)C1=CC(=NN1C1=CC=C(C=C1)OC)CCCO (5-(4-Chlorophenyl)-3-(3-hydroxypropyl)-1-(4-methoxyphenyl) pyrazole), CC1=CC(=O)OC(O1)(C)C (2,2,6-trimethyl-1,3-dioxen-4-one). The solvent is xylenes. Product: C(CC(=O)C)(=O)OCCCC1=NN(C(=C1)C1=CC=C(C=C1)Cl)C1=CC=C(C=C1)OC (3-(3-Acetoacetoxypropyl)-5-(4-chlorophenyl)-1-(4-methoxyphenyl) pyrazole). Isolated yield 79.6%. Reaction SMILES: [Cl:1][C:2]1[CH:7]=[CH:6][C:5]([C:8]2[N:12]([C:13]3[CH:18]=[CH:17][C:16]([O:19][CH3:20])=[CH:15][CH:14]=3)[N:11]=[C:10]([CH2:21][CH2:22][CH2:23][OH:24])[CH:9]=2)=[CH:4][CH:3]=1.[CH3:25][C:26]1[O:32]C(C)(C)O[C:28](=[O:29])[CH:27]=1>>[C:28]([O:24][CH2:23][CH2:22][CH2:21][C:10]1[CH:9]=[C:8]([C:5]2[CH:4]=[CH:3][C:2]([Cl:1])=[CH:7][CH:6]=2)[N:12]([C:13]2[CH:18]=[CH:17][C:16]([O:19][CH3:20])=[CH:15][CH:14]=2)[N:11]=1)(=[O:29])[CH2:27][C:26]([CH3:25])=[O:32]. Reported procedure: 5-(4-Chlorophenyl)-3-(3-hydroxypropyl)-1-(4-methoxyphenyl) pyrazole (1.71 g, 0.005 moles) and 2,2,6-trimethyl-1,3-dioxen-4-one (0.71 g, 0.005 moles) were dissolved in 100 ml of xylenes. The solution was stirred under reflux for 16 hours. At that time, the solution was cooled to room temperature, and concentrated in vacuo to a yellow oil. The oil was flash chromatographed on silica gel to afford 59 (1.7 g, 80%) as a pale yellow oil. Reactants: FC1=C(C=CC(=C1)[N+](=O)[O-])NC=1C2=C(N=CC1)N(C=C2C)COCC[Si](C)(C)C (N-(2-fluoro-4-nitrophenyl)-3-methyl-1-{[2-(trimethylsilyl)ethoxy]methyl}-1H-pyrrolo[2,3-b]pyridine-4-amine). Reagents/catalysts: [Pt-]=O (platinum(I) oxide). The solvent is mixture, C(C)O.C1CCOC1 (ethanol THF). Reaction conditions: time 8 hour. Product: FC1=C(C=CC(=C1)N)NC1=C2C(=NC=C1)N(C=C2C)COCC[Si](C)(C)C (2-Fluoro-N1-(3-methyl-1-{[2-(trimethylsilyl)ethoxy]methyl}-1H-pyrrolo[2,3-b]pyridin-4-yl)benzene-1,4-diamine). As a reaction SMILES: [F:1][C:2]1[CH:7]=[C:6]([N+:8]([O-])=O)[CH:5]=[CH:4][C:3]=1[NH:11][C:12]1[C:13]2[C:20]([CH3:21])=[CH:19][N:18]([CH2:22][O:23][CH2:24][CH2:25][Si:26]([CH3:29])([CH3:28])[CH3:27])[C:14]=2[N:15]=[CH:16][CH:17]=1>C(O)C.C1COCC1.[Pt-]=O>[F:1][C:2]1[CH:7]=[C:6]([NH2:8])[CH:5]=[CH:4][C:3]=1[NH:11][C:12]1[CH:17]=[CH:16][N:15]=[C:14]2[N:18]([CH2:22][O:23][CH2:24][CH2:25][Si:26]([CH3:27])([CH3:29])[CH3:28])[CH:19]=[C:20]([CH3:21])[C:13]=12 |f:1.2|. Procedure: 20 mg (50 μmol) of N-(2-fluoro-4-nitrophenyl)-3-methyl-1-{[2-(trimethylsilyl)ethoxy]methyl}-1H-pyrrolo[2,3-b]pyridine-4-amine are dissolved in 8 ml of a mixture of ethanol/THF (1:1). 11 mg (50 μmol) of platinum(I) oxide are added, and the mixture is stirred under a hydrogen atmosphere at atmospheric pressure overnight. The suspension is then filtered through Celite, the Celite is washed with a little ethanol and the solvent is removed under reduced pressure. The reactants are COC=1C=C2C(=C(N(C(C2=CC1OC)=O)C1=CC(=CC=C1)SC)C(=O)OC)C1=CC(=C(C(=C1)OC)OC)OC (6,7-dimethoxy-3-methoxycarbonyl-2-(3-methylthiophenyl)-4-(3,4,5-trimethoxyphenyl)-1(2H)-isoquinolinone), ClC1=CC(=CC=C1)C(=O)OO (m-chloroperbenzoic acid). The solvent is C(Cl)(Cl)Cl (chloroform), C(Cl)(Cl)Cl (chloroform). Reaction conditions: time 1 hour. The product is COC=1C=C2C(=C(N(C(C2=CC1OC)=O)C1=CC(=CC=C1)S(=O)C)C(=O)OC)C1=CC(=C(C(=C1)OC)OC)OC (6,7-dimethoxy-3-methoxycarbonyl-2-(3-methylsulfinylphenyl)-4-(3,4,5-trimethoxyphenyl)-1(2H)-isoquinolinone). Yield: 850.3%. As a reaction SMILES: [CH3:1][O:2][C:3]1[CH:4]=[C:5]2[C:10](=[CH:11][C:12]=1[O:13][CH3:14])[C:9](=[O:15])[N:8]([C:16]1[CH:21]=[CH:20][CH:19]=[C:18]([S:22][CH3:23])[CH:17]=1)[C:7]([C:24]([O:26][CH3:27])=[O:25])=[C:6]2[C:28]1[CH:33]=[C:32]([O:34][CH3:35])[C:31]([O:36][CH3:37])=[C:30]([O:38][CH3:39])[CH:29]=1.ClC1C=CC=C(C(OO)=[O:48])C=1>C(Cl)(Cl)Cl>[CH3:1][O:2][C:3]1[CH:4]=[C:5]2[C:10](=[CH:11][C:12]=1[O:13][CH3:14])[C:9](=[O:15])[N:8]([C:16]1[CH:21]=[CH:20][CH:19]=[C:18]([S:22]([CH3:23])=[O:48])[CH:17]=1)[C:7]([C:24]([O:26][CH3:27])=[O:25])=[C:6]2[C:28]1[CH:29]=[C:30]([O:38][CH3:39])[C:31]([O:36][CH3:37])=[C:32]([O:34][CH3:35])[CH:33]=1. Procedure details: To a solution of the compound obtained in Example 121 (200 mg) in chloroform (15 ml) is added a solution of m-chloroperbenzoic acid (78 mg) in chloroform (10 ml) at room temperature, and the mixture is stirred for one hour. The reaction mixture is washed with a 5% aqueous sodium hydroxide solution, dried, and concentrated under reduced pressure to give 6,7-dimethoxy-3-methoxycarbonyl-2-(3-methylsulfinylphenyl)-4-(3,4,5-trimethoxyphenyl)-1(2H)-isoquinolinone (1750 mg) as listed in Table 11. The reactants are C(C)(C)(C)OC(N[C@H](CN1C=CC2=CC(=CC=C12)C#N)C)=O ((S)-[2-(5-Cyano-indol-1-yl)-1-methyl-ethyl]-carbamic acid tert-butyl ester), Cl (HCl). Run in C(C)(=O)OCC (ethyl acetate). Product: C(#N)C=1C=C2C=CN(C2=CC1)C[C@H](C)N ((S)-2-(5-Cyano-indol-1-yl)-1-methyl-ethylamine). RXN SMILES: C(OC(=O)[NH:7][C@@H:8]([CH3:21])[CH2:9][N:10]1[C:18]2[C:13](=[CH:14][C:15]([C:19]#[N:20])=[CH:16][CH:17]=2)[CH:12]=[CH:11]1)(C)(C)C.Cl>C(OCC)(=O)C>[C:19]([C:15]1[CH:14]=[C:13]2[C:18](=[CH:17][CH:16]=1)[N:10]([CH2:9][C@@H:8]([NH2:7])[CH3:21])[CH:11]=[CH:12]2)#[N:20]. Procedure details: The product obtained in step A] (500 mg) was treated with 2.2M HCl in ethyl acetate (15 mL) at RT for 60 minutes. After complete consumption of the starting material, the reaction mixture was diluted with ethyl acetate, washed with saturated NaHCO3 solution and brine, dried, filtered and evaporated. The crude product was purified by flash chromatography using CH2Cl2/MeOH/NH4OH 95:5:0.5 as an eluent. The fractions containing pure product were combined and evaporated to give the title compound as ... Starting materials: ClCC=1N=C2N(C=CC=C2NCC2=C(C=CC=C2C)C)C1C (2-chloromethyl-8-(2,6-dimethylbenzylamino)-3-methylimidazo[1,2-a]pyridine), [C-]#N.[K+] (potassium cyanide), CS(=O)C (dimethyl sulfoxide), C(Cl)Cl (Methylene chloride). Run in O (water). Reaction conditions: time 2 hour. Yields the product C(#N)CC=1N=C2N(C=CC=C2NCC2=C(C=CC=C2C)C)C1C (2-cyanomethyl-8-(2,6-dimethylbenzylamino)-3-methylimidazo[1,2-a]pyridine). The yield is 34.2%. Reaction SMILES: Cl[CH2:2][C:3]1[N:4]=[C:5]2[C:10]([NH:11][CH2:12][C:13]3[C:18]([CH3:19])=[CH:17][CH:16]=[CH:15][C:14]=3[CH3:20])=[CH:9][CH:8]=[CH:7][N:6]2[C:21]=1[CH3:22].[C-:23]#[N:24].[K+].CS(C)=O.C(Cl)Cl>O>[C:23]([CH2:2][C:3]1[N:4]=[C:5]2[C:10]([NH:11][CH2:12][C:13]3[C:18]([CH3:19])=[CH:17][CH:16]=[CH:15][C:14]=3[CH3:20])=[CH:9][CH:8]=[CH:7][N:6]2[C:21]=1[CH3:22])#[N:24] |f:1.2|. Procedure: 2-chloromethyl-8-(2,6-dimethylbenzylamino)-3-methylimidazo[1,2-a]pyridine (2.4 mmol) and potassium cyanide (2.4 mmol) were added to dimethyl sulfoxide (25 ml) and stirred for 2 h. at room temperature. Methylene chloride and water were added to the reaction mixture and the organic layer was separated, dried (Na2SO4) and evaporated under reduced pressure. The residue was purified by by column chromatography on silica gel using methylene chloride:methanol (10:1) as eluent. Crystallization from acet... Starting materials: CS(=O)(=O)OCCC1=CC=C(C=C1)C1=CC(=NN1C=1C=NC(=CC1)OC)C(F)F (2-{4-[3-(difluoromethyl)-1-(6-methoxy-3-pyridinyl)-1H-pyrazol-5-yl]phenyl}ethyl methanesulfonate), CN(C)C=O (DMF), O (water). Conditions: temperature 60 celsius, time 8 hour. Product: FC(C1=NN(C(=C1)C1=CC=C(C=C1)CCN1C(C2=CC=CC=C2C1=O)=O)C=1C=NC(=CC1)OC)F (2-(2-{4-[3-(difluoromethyl)-1-(6-methoxy-3-pyridinyl)-1H-pyrazol-5-yl]phenyl}ethyl)-1H-isoindole-1,3 (2H)-dione). RXN SMILES: CS(O[CH2:6][CH2:7][C:8]1[CH:13]=[CH:12][C:11]([C:14]2[N:18]([C:19]3[CH:20]=[N:21][C:22]([O:25][CH3:26])=[CH:23][CH:24]=3)[N:17]=[C:16]([CH:27]([F:29])[F:28])[CH:15]=2)=[CH:10][CH:9]=1)(=O)=O.[OH2:30].[CH3:31][N:32]([CH:34]=[O:35])C>>[F:29][CH:27]([F:28])[C:16]1[CH:15]=[C:14]([C:11]2[CH:12]=[CH:13][C:8]([CH2:7][CH2:6][N:32]3[C:31](=[O:30])[C:13]4[C:8](=[CH:9][CH:10]=[CH:11][CH:12]=4)[C:34]3=[O:35])=[CH:9][CH:10]=2)[N:18]([C:19]2[CH:20]=[N:21][C:22]([O:25][CH3:26])=[CH:23][CH:24]=2)[N:17]=1. Procedure: A mixture of 2-{4-[3-(difluoromethyl)-1-(6-methoxy-3-pyridinyl)-1H-pyrazol-5-yl]phenyl}ethyl methanesulfonate (7.4 g) and Ph(CO) 2NK (3.88 g) in DMF (50 ml) was stirred at 60° C. for 8 hours. Added water. The organic layer was extracted twice with EtOAc. Aqueous layer was washed with water (twice) and brine, dried over MgSO4, filtered, and evaporated under reduced pressure. The residue was triturated with IPE, filtered and dried to give 7.65 g of 2-(2-{4-[3-(difluoromethyl)-1-(6-methoxy-3-pyridi... The reactants are ClCCl, FC(F)(F)C(Cl)C1(C(F)(F)F)Oc2ccccc2O1, O=[N+]([O-])O, O=S(=O)(O)O. The product is O=[N+]([O-])c1ccc2c(c1)OC(C(Cl)C(F)(F)F)(C(F)(F)F)O2. Reaction SMILES: [CH2:29]([Cl:30])[Cl:31].[Cl:1][CH:2]([C:3]([F:4])([F:5])[F:6])[C:7]1([C:16]([F:17])([F:18])[F:19])[O:8][c:9]2[c:10]([cH:12][cH:13][cH:14][cH:15]2)[O:11]1.[OH:20][N+:21]([O-:22])=[O:23].[S:24](=[O:25])(=[O:26])([OH:27])[OH:28]>>[Cl:1][CH:2]([C:3]([F:4])([F:5])[F:6])[C:7]1([C:16]([F:17])([F:18])[F:19])[O:8][c:9]2[c:10]([cH:12][c:13]([N+:21](=[O:20])[O-:22])[cH:14][cH:15]2)[O:11]1. The reactants are O (water), C([O-])([O-])=O.[K+].[K+] (Potassium carbonate), Cl.CS(=O)(=O)CCN1CCNCC1 (1-[2-(methylsulfonyl)ethyl]piperazine hydrochloride), C(C)C1=C(C=C(C(=C1)[N+](=O)[O-])OC)F (1-Ethyl-2-fluoro-4-(methyloxy)-5-nitrobenzene). The solvent is CS(=O)C (DMSO). Run at temperature 65 celsius. The product is C(C)C1=C(C=C(C(=C1)[N+](=O)[O-])OC)N1CCN(CC1)CCS(=O)(=O)C (1-[2-ethyl-5-(methyloxy)-4-nitrophenyl]-4-[2-(methylsulfonyl)ethyl]piperazine). Reaction SMILES: [CH2:1]([C:3]1[CH:8]=[C:7]([N+:9]([O-:11])=[O:10])[C:6]([O:12][CH3:13])=[CH:5][C:4]=1F)[CH3:2].C(=O)([O-])[O-].[K+].[K+].Cl.[CH3:22][S:23]([CH2:26][CH2:27][N:28]1[CH2:33][CH2:32][NH:31][CH2:30][CH2:29]1)(=[O:25])=[O:24].O>CS(C)=O>[CH2:1]([C:3]1[CH:8]=[C:7]([N+:9]([O-:11])=[O:10])[C:6]([O:12][CH3:13])=[CH:5][C:4]=1[N:31]1[CH2:30][CH2:29][N:28]([CH2:27][CH2:26][S:23]([CH3:22])(=[O:24])=[O:25])[CH2:33][CH2:32]1)[CH3:2] |f:1.2.3,4.5|. Procedure: 1-Ethyl-2-fluoro-4-(methyloxy)-5-nitrobenzene (1.0 g, 5.0 mmol) was dissolved in DMSO (8 mL). Potassium carbonate (2.1 g, 15 mmol) and 1-[2-(methylsulfonyl)ethyl]piperazine hydrochloride (Example 148, step B) (1.1 g, 5.0 mmol) were added and the reaction mixture was heated to 65° C. and allowed to stir over the weekend. The mixture was then poured into water and extracted with EtOAc (2×). The combined organics were dried with MgSO4, filtered, and concentrated in vacuo to give the title compound ...